From a dataset of the Open Reaction Database (ORD), a public repository of structured organic reaction records. describe an organic reaction: reactants, conditions, products, and yield The reactants are C1C(CC2=CC=CC=C12)CCO (2-(indan-2-yl)ethanol), [Cr](=O)(=O)([O-])Cl.[NH+]1=CC=CC=C1 (pyridinium chlorochromate), ice water, CCOCC (ether), ice water. Solvent: C(Cl)Cl (methylene chloride), C(Cl)Cl (methylene chloride). Reaction conditions: time 1 hour. Yields the product C1C(CC2=CC=CC=C12)CC=O ((indan-2-yl)acetaldehyde). Isolated yield 93.2%. As a reaction SMILES: [Cr](Cl)([O-])(=O)=O.[NH+]1C=CC=CC=1.[CH2:12]1[C:20]2[C:15](=[CH:16][CH:17]=[CH:18][CH:19]=2)[CH2:14][CH:13]1[CH2:21][CH2:22][OH:23].CCOCC>C(Cl)Cl>[CH2:14]1[C:15]2[C:20](=[CH:19][CH:18]=[CH:17][CH:16]=2)[CH2:12][CH:13]1[CH2:21][CH:22]=[O:23] |f:0.1|. Reported procedure: Suspended in 220 ml of methylene chloride were 18.5 g (85.8 mmol) of pyridinium chlorochromate and 70 g of Celite (No. 545). While chilling with ice water, a solution of 4.30 g (26.6 mmol) of 2-(indan-2-yl)ethanol in 15 ml of methylene chloride was added dropwise to the suspension. After stirring the mixture for 1 hour while chilling with ice water, it was further stirred at room temperature for 2 hours. The reaction product was added with 250 ml of ether to dilute it. The diluted reaction produ... Solvent: C1CCOC1 (THF), O (water). RXN SMILES: C[O:2][CH:3]=[C:4]([C:6]1[N:7]=[N:8][CH:9]=[CH:10][CH:11]=1)[CH3:5]>C1COCC1.O.C([O-])(=O)C.[Hg+2].C([O-])(=O)C>[N:8]1[CH:9]=[CH:10][CH:11]=[C:6]([CH:4]([CH3:5])[CH:3]=[O:2])[N:7]=1 |f:3.4.5|. The reagents and catalysts are C(C)(=O)[O-].[Hg+2].C(C)(=O)[O-] (mercury(II)acetate). Procedure details: To a solution of 1-methoxy-2-(pyridazin-3-yl)propene (0.26 g, 1.72 mmol) in THF (50 ml) and water (10 ml) under nitrogen at ambient temperature was added mercury(II)acetate (1.66 g, 5.2 mmol). This mixture was stirred at room temperature for 2 hours, and was then poured onto potassium iodide solution (7%, 350 ml) and extracted with toluene (2×50 ml). The combined organic phases were washed with potassium iodide (7%, 140 ml) and brine (90 ml), dried (Na2SO4) and evaporated to give the title compo... Reaction conditions: time 2 hour. The product is N1=NC(=CC=C1)C(C=O)C (2-(Pyridazin-3-yl)propanal). The yield is 23.1%. Starting materials: COC=C(C)C=1N=NC=CC1 (1-methoxy-2-(pyridazin-3-yl)propene). The reactants are ice water, C(=O)(N1C=NC=C1)N1C=NC=C1 (carbonyldiimidazole), C(#N)C1=C(C=NN1C1=CC(=CC=C1)C#N)C(=O)O (5-cyano-1-(3-cyanophenyl)-1H-pyrazole-4-carboxylic acid), C(C)NC (N-ethyl-N-methylamine). Solvent: CN(C)C=O (DMF). Run at time 24 hour. Product: C(#N)C1=C(C=NN1C1=CC(=CC=C1)C#N)C(=O)N(CC)C (5-Cyano-1-(3-cyanophenyl)-N-methyl-N-ethyl-1H-pyrazole-4-carboxamide). Reaction SMILES: [C:1]([N:8]1[CH:12]=[CH:11]N=[CH:9]1)(N1C=CN=C1)=[O:2].[C:13]([C:15]1[N:19]([C:20]2[CH:25]=[CH:24][CH:23]=[C:22]([C:26]#[N:27])[CH:21]=2)[N:18]=[CH:17][C:16]=1C(O)=O)#[N:14].C(NC)C>CN(C=O)C>[C:13]([C:15]1[N:19]([C:20]2[CH:25]=[CH:24][CH:23]=[C:22]([C:26]#[N:27])[CH:21]=2)[N:18]=[CH:17][C:16]=1[C:1]([N:8]([CH3:9])[CH2:12][CH3:11])=[O:2])#[N:14]. Procedure details: Two grams of carbonyldiimidazole was added to a solution of 2.0 g of 5-cyano-1-(3-cyanophenyl)-1H-pyrazole-4-carboxylic acid dissolved in 50 ml of DMF. The reaction mixture was stirred at room temperature for approximately 25 minutes whereupon 740 mg of N-ethyl-N-methylamine was added. The reaction mixture was allowed to stir for an additional 24 hours at which point the solution was poured into ice water. The precipitate solid was collected by filtration and dried to provide 1.2 g of 5-cyano-1-... Starting materials: C(C)(C)OC(=O)C=1N=CC=2NC3=CC=C(C=C3C2C1COC)OCC1=CC=CC=C1 (6-benzyloxy-4-methoxymethyl-β-carboline-3-carboxylic acid isopropyl ester), [H][H] (hydrogen). The reagents and catalysts are [Pd] (palladium/carbon). Solvent: C(C)O (ethanol). Yields the product C(C)(C)OC(=O)C=1N=CC=2NC3=CC=C(C=C3C2C1COC)O (6-hydroxy-4-methoxymethyl-β-carboline-3-carboxylic acid isopropyl ester). Isolated yield 84.8%. As a reaction SMILES: [CH:1]([O:4][C:5]([C:7]1[N:8]=[CH:9][C:10]2[NH:11][C:12]3[C:17]([C:18]=2[C:19]=1[CH2:20][O:21][CH3:22])=[CH:16][C:15]([O:23]CC1C=CC=CC=1)=[CH:14][CH:13]=3)=[O:6])([CH3:3])[CH3:2].[H][H]>C(O)C.[Pd]>[CH:1]([O:4][C:5]([C:7]1[N:8]=[CH:9][C:10]2[NH:11][C:12]3[C:17]([C:18]=2[C:19]=1[CH2:20][O:21][CH3:22])=[CH:16][C:15]([OH:23])=[CH:14][CH:13]=3)=[O:6])([CH3:3])[CH3:2]. Procedure: At room temperature and under normal pressure, 7 g (18 mmol) of 6-benzyloxy-4-methoxymethyl-β-carboline-3-carboxylic acid isopropyl ester is hydrogenated in 600 ml of ethanol with 7 g of palladium/carbon (10%) as well as hydrogen for 8.5 hours. After the mixture has been removed from the catalyst by filtration, it is concentrated, thus obtaining 4.8 g (90% yield) of 6-hydroxy-4-methoxymethyl-β-carboline-3-carboxylic acid isopropyl ester which is further reacted without any additional purificatio... The reactants are OC=1C=CC=C2C(C(=COC12)C1=CC=CC=C1)=O (8-hydroxyisoflavone), C(Cl)C1CO1 (epichlorohydrin). The solvent is CC(C)O (i-PrOH). Yields the product O1C(COC=2C=CC=C3C(C(=COC23)C2=CC=CC=C2)=O)C1 (8-(2,3-Epoxypropoxy)isoflavone). As a reaction SMILES: [OH:1][C:2]1[CH:3]=[CH:4][CH:5]=[C:6]2[C:11]=1[O:10][CH:9]=[C:8]([C:12]1[CH:17]=[CH:16][CH:15]=[CH:14][CH:13]=1)[C:7]2=[O:18].[CH2:19]([CH:21]1[O:23][CH2:22]1)Cl>CC(O)C>[O:23]1[CH2:22][CH:21]1[CH2:19][O:1][C:2]1[CH:3]=[CH:4][CH:5]=[C:6]2[C:11]=1[O:10][CH:9]=[C:8]([C:12]1[CH:13]=[CH:14][CH:15]=[CH:16][CH:17]=1)[C:7]2=[O:18]. Procedure details: Following the procedure of Example 1a, the title compound was prepared from the reaction of 8-hydroxyisoflavone with epichlorohydrin, mp 141°-143° C. (i-PrOH). Starting materials: ClC=1C(NN=CC1)=O (4-chloro-2H-pyridazin-3-one), B1(OC(C(O1)(C)C)(C)C)B2OC(C(O2)(C)C)(C)C (bis-(pinacolato)diboron), CC(=O)[O-].[K+] (KOAc). Reagents/catalysts: C=1C=CC(=CC1)/C=C/C(=O)/C=C/C2=CC=CC=C2.C=1C=CC(=CC1)/C=C/C(=O)/C=C/C2=CC=CC=C2.C=1C=CC(=CC1)/C=C/C(=O)/C=C/C2=CC=CC=C2.[Pd].[Pd] (Pd2(dba)3), C1(CCCCC1)P(C1=C(C=CC=C1)C1=C(C=C(C=C1C(C)C)C(C)C)C(C)C)C1CCCCC1 (dicyclohexyl[2′,4′,6′-tris(1-methylethyl)[1,1′-biphenyl]-2-yl]-phosphine). Conditions: temperature 110 celsius. Product: O=C1NN=CC=C1B(O)O (B-(2,3-dihydro-3-oxo-4-pyridazinyl)-boronic acid). Yield: 51.7%. As a reaction SMILES: Cl[C:2]1[C:3](=[O:8])[NH:4][N:5]=[CH:6][CH:7]=1.[B:9]1(B2OC(C)(C)C(C)(C)O2)[O:13]C(C)(C)C(C)(C)[O:10]1.CC([O-])=O.[K+]>C1C=CC(/C=C/C(/C=C/C2C=CC=CC=2)=O)=CC=1.C1C=CC(/C=C/C(/C=C/C2C=CC=CC=2)=O)=CC=1.C1C=CC(/C=C/C(/C=C/C2C=CC=CC=2)=O)=CC=1.[Pd].[Pd].C1(P(C2CCCCC2)C2C=CC=CC=2C2C(C(C)C)=CC(C(C)C)=CC=2C(C)C)CCCCC1>[O:8]=[C:3]1[C:2]([B:9]([OH:13])[OH:10])=[CH:7][CH:6]=[N:5][NH:4]1 |f:2.3,4.5.6.7.8|. Procedure: Step b—A microwave vial was charged with 75 (0.400 g, 3 mmol), bis-(pinacolato)diboron (0.934 g, 4 mmol), dicyclohexyl[2′,4′,6′-tris(1-methylethyl)[1,1′-biphenyl]-2-yl]-phosphine (X-Phos, 0.058 g, 0.12 mmol), Pd2(dba)3 (0.056 g, 0.061 mmol) and KOAc (0.902 g, 9 mmol) and the flask was evacuated and back-filled with Ar and sealed. Dioxane (6 mL) was added and the reaction heated at 110° C. overnight. The reaction mixture was cooled to RT and extracted with EtOAc (120 mL). The organic extract was ... The reactants are O=C1CCC(=O)O1, O=C([O-])[O-], Cc1ccc(CO)cc1, [Cs+], [Cs+], C1COCCO1. Yields the product Cc1ccc(COC(=O)CCC(=O)O)cc1. Reaction SMILES: [C:10]1(=[O:16])[CH2:11][CH2:12][C:13](=[O:14])[O:15]1.[C:17](=[O:18])([O-:19])[O-:20].[CH3:1][c:2]1[cH:3][cH:4][c:5]([CH2:6][OH:7])[cH:8][cH:9]1.[Cs+:21].[Cs+:22].[O:23]1[CH2:24][CH2:25][O:26][CH2:27][CH2:28]1>>[CH3:1][c:2]1[cH:3][cH:4][c:5]([CH2:6][O:7][C:10]([CH2:11][CH2:12][C:13](=[O:14])[OH:15])=[O:16])[cH:8][cH:9]1.